This data is from the Open Reaction Database (ORD), a public repository of structured organic reaction records. The task is: describe an organic reaction: reactants, conditions, products, and yield Reactants: ClC=1N=CC2=C(N(CC(C(N2)=O)(F)F)C2CCCC2)N1 (2-chloro-9-cyclopentyl-7,7-difluoro-5,7,8,9-tetrahydro-pyrimido[4,5-b][1,4]diazepin-6-one), NC1=C(C=C(C(=O)NC2CCN(CC2)C)C=C1)OC (4-amino-3-methoxy-N-(1-methyl-piperidin-4-yl)-benzamide), O.C1(=CC=C(C=C1)S(=O)(=O)O)C (p-toluenesulfonic acid monohydrate), C(C)(C)O (isopropanol). The solvent is ClCCl (dichloromethane), C([O-])([O-])=O.[Na+].[Na+] (sodium carbonate). Reaction conditions: time 8 hour. The product is C1(CCCC1)N1C2=C(NC(C(C1)(F)F)=O)C=NC(=N2)NC2=C(C=C(C(=O)NC1CCN(CC1)C)C=C2)OC (4-(9-cyclopentyl-7,7-difluoro-6-oxo-6,7,8,9-tetrahydro-5H-pyrimido[4,5-b][1,4]diazepin-2-ylamino)-3-methoxy-N-(1-methyl-piperidin-4-yl)-benzamide). Yield: 62.3%. As a reaction SMILES: Cl[C:2]1[N:3]=[CH:4][C:5]2[NH:11][C:10](=[O:12])[C:9]([F:14])([F:13])[CH2:8][N:7]([CH:15]3[CH2:19][CH2:18][CH2:17][CH2:16]3)[C:6]=2[N:20]=1.[NH2:21][C:22]1[CH:37]=[CH:36][C:25]([C:26]([NH:28][CH:29]2[CH2:34][CH2:33][N:32]([CH3:35])[CH2:31][CH2:30]2)=[O:27])=[CH:24][C:23]=1[O:38][CH3:39].O.C1(C)C=CC(S(O)(=O)=O)=CC=1.C(O)(C)C>ClCCl.C(=O)([O-])[O-].[Na+].[Na+]>[CH:15]1([N:7]2[CH2:8][C:9]([F:14])([F:13])[C:10](=[O:12])[NH:11][C:5]3[CH:4]=[N:3][C:2]([NH:21][C:22]4[CH:37]=[CH:36][C:25]([C:26]([NH:28][CH:29]5[CH2:30][CH2:31][N:32]([CH3:35])[CH2:33][CH2:34]5)=[O:27])=[CH:24][C:23]=4[O:38][CH3:39])=[N:20][C:6]2=3)[CH2:19][CH2:18][CH2:17][CH2:16]1 |f:2.3,6.7.8|. Procedure details: A mixture of 0.040 g (0.1 mmole) of 2-chloro-9-cyclopentyl-7,7-difluoro-5,7,8,9-tetrahydro-pyrimido[4,5-b][1,4]diazepin-6-one (VI-20), 0.029 g (0.11 mmole) of 4-amino-3-methoxy-N-(1-methyl-piperidin-4-yl)-benzamide, 0.030 g (0.15 mmole) of p-toluenesulfonic acid monohydrate and 2 mL of isopropanol was stirred in a pressure tube at 140 degrees overnight. The mixture was cooled, diluted with dichloromethane and saturated sodium carbonate and extracted twice with dichloromethane. The combined organ... Product: OCCNC(=O)C=1N=C(C2=CC=CC=C2C1O)Cl (1-Chloro-4-hydroxy-isoquinoline-3-carboxylic acid (2-hydroxy-ethyl)-amide). RXN SMILES: [Cl:1][C:2]1[C:11]2[C:6](=[CH:7][CH:8]=[CH:9][CH:10]=2)[C:5]([OH:12])=[C:4]([C:13]([OH:15])=O)[N:3]=1.[NH2:16][CH2:17][CH2:18][OH:19]>>[OH:19][CH2:18][CH2:17][NH:16][C:13]([C:4]1[N:3]=[C:2]([Cl:1])[C:11]2[C:6]([C:5]=1[OH:12])=[CH:7][CH:8]=[CH:9][CH:10]=2)=[O:15]. Reactants: ClC1=NC(=C(C2=CC=CC=C12)O)C(=O)O (1-chloro-4-hydroxy-isoquinoline-3-carboxylic acid), NCCO (2-amino-ethanol). Reported procedure: Synthesized from 1-chloro-4-hydroxy-isoquinoline-3-carboxylic acid from example A-1 d) and 2-amino-ethanol in analogy to example 2; MS-(−)-ion: M−1=265.2. The reactants are OO (hydrogen peroxide), C1C2=C(CC3=C1NC4=CC=CC=C4C3=O)NC5=CC=CC=C5C2=O (6,13-dihydroquinacridone), [OH-].[Na+] (sodium hydroxide), 6,13-dihydroquinacridone di-sodium. The reagents and catalysts are [Na+].C1=C(C=CC=2C(C3=CC=CC=C3C(C12)=O)=O)S(=O)(=O)[O-] (anthraquinone-2-sulfonic acid sodium salt). Solvent: CO (methanol). Reaction conditions: time 1 hour. The product is C1=CC=C2C(=C1)C(=O)C3=CC4=C(C=C3N2)C(=O)C5=CC=CC=C5N4 (quinacridone). Isolated yield 97.9%. RXN SMILES: [CH2:1]1[C:6]2[NH:7][C:8]3[C:13]([C:14](=[O:15])[C:5]=2[CH2:4][C:3]2[NH:16][C:17]4[C:22]([C:23](=[O:24])[C:2]1=2)=[CH:21][CH:20]=[CH:19][CH:18]=4)=[CH:12][CH:11]=[CH:10][CH:9]=3.[OH-].[Na+].OO>[Na+].C1C2C(=O)C3C(=CC=CC=3)C(=O)C=2C=CC=1S([O-])(=O)=O.CO>[CH:20]1[CH:21]=[C:22]2[C:23]([C:2]3[C:3]([NH:16][C:17]2=[CH:18][CH:19]=1)=[CH:4][C:5]1[C:14]([C:13]2[C:8]([NH:7][C:6]=1[CH:1]=3)=[CH:9][CH:10]=[CH:11][CH:12]=2)=[O:15])=[O:24] |f:1.2,4.5|. Procedure details: A one liter flask equipped with a thermometer, stirrer and condenser is charged with 40 grams 6,13-dihydroquinacridone, 250 ml methanol and 52.8 grams 50% aqueous sodium hydroxide. The mixture is stirred under a slow flow of nitrogen at 50°-55° C. for one hour generating 6,13-dihydroquinacridone di-sodium salt. 0.8 grams anthraquinone-2-sulfonic acid sodium salt are added and the mixture is heated to reflux temperature. 73.5 grams of an aqueous 16.9% hydrogen peroxide solution are added into the... Starting materials: O (water), C(C1=CC=CC=C1)C=1C(=CC2=C(OCO2)C1)CC(=O)O ((6-benzyl-1,3-benzodioxol-5-yl)acetic acid), [H-].[Al+3].[Li+].[H-].[H-].[H-] (lithium aluminum hydride). Solvent: O1CCCC1 (tetrahydrofuran), O1CCCC1 (tetrahydrofuran). Product: C(C1=CC=CC=C1)C=1C(=CC2=C(OCO2)C1)CCO (2-(6-Benzyl-1,3-benzodioxol-5-yl)ethanol). Yield: 82.3%. Reaction SMILES: [CH2:1]([C:8]1[C:9]([CH2:17][C:18](O)=[O:19])=[CH:10][C:11]2[O:15][CH2:14][O:13][C:12]=2[CH:16]=1)[C:2]1[CH:7]=[CH:6][CH:5]=[CH:4][CH:3]=1.[H-].[Al+3].[Li+].[H-].[H-].[H-].O>O1CCCC1>[CH2:1]([C:8]1[C:9]([CH2:17][CH2:18][OH:19])=[CH:10][C:11]2[O:15][CH2:14][O:13][C:12]=2[CH:16]=1)[C:2]1[CH:3]=[CH:4][CH:5]=[CH:6][CH:7]=1 |f:1.2.3.4.5.6|. Procedure details: A solution of 1.82 g of (6-benzyl-1,3-benzodioxol-5-yl)acetic acid in 22 ml of anhydrous tetrahydrofuran was dropwise added at 0° C. to a suspension of 0.38 g of lithium aluminum hydride in anhydrous tetrahydrofuran. The obtained mixture was warmed to a room temperature to carry out the reaction for 4 hours, followed by the addition of water. The mixture was filtered to remove the precipitate. The filtrate was concentrated in a vacuum to obtain a yellow oil residue. This residue was purified by ... The reactants are isocyanates, tris(4-phenyl isocyanate thiophosphate), 3,3',4,4'-diphenylmethane tetraisocyanate, [N-]=C=O (isocyanate), [N-]=C=O.[N-]=C=O.[N-]=C=O.C1(=CC=CC=C1)C(C1=CC=CC=C1)C1=CC=CC=C1 (triphenylmethane triisocyanate), isocyanates. Product: C(O)C(CC)(CO)CO (trimethylol propane). Reaction SMILES: [N-]=[C:2]=[O:3].[N-]=[C:5]=[O:6].[N-]=[C:8]=[O:9].[N-]=C=O.[C:13]1(C(C2C=CC=CC=2)C2C=CC=CC=2)[CH:18]=CC=C[CH:14]=1>>[CH2:8]([C:14]([CH2:2][OH:3])([CH2:5][OH:6])[CH2:13][CH3:18])[OH:9] |f:1.2.3.4|. Procedure: The polyfunctional isocyanate usable in the present invention can be any isocyanate if it contains at least two isocyanate groups. Examples of such compounds usable in the present invention are methane diisocyanate, buthane-1,1-diisocyanate, ethane-1,2-diisocyanate, buthane-1,2-diisocyanate, transvinylene diisocyanate, propane-1,3-diisocyanate, buthane-1,4-diisocyanate, 2-buthene-1,4-diisocyanate, 2-methylbuthane-1,4-diisocyanate, pentane-1,5-diisocyanate, 2,2-dimethylpentane-1,5-diisocyanate, h... Reactants: CCCC(CC1(C(=O)O)CCCC1)C(=O)OCc1ccccc1, O=C(Cl)C(=O)Cl, ClCCl. Product: CCCC(CC1(C(=O)Cl)CCCC1)C(=O)OCc1ccccc1. RXN SMILES: [CH2:7]([c:8]1[cH:9][cH:10][cH:11][cH:12][cH:13]1)[O:14][C:15](=[O:16])[CH:17]([CH2:18][C:19]1([C:24](=[O:25])[OH:26])[CH2:20][CH2:21][CH2:22][CH2:23]1)[CH2:27][CH2:28][CH3:29].[Cl:1][C:2]([C:3]([Cl:4])=[O:5])=[O:6].[Cl:30][CH2:31][Cl:32]>>[Cl:1][C:24]([C:19]1([CH2:18][CH:17]([C:15]([O:14][CH2:7][c:8]2[cH:9][cH:10][cH:11][cH:12][cH:13]2)=[O:16])[CH2:27][CH2:28][CH3:29])[CH2:20][CH2:21][CH2:22][CH2:23]1)=[O:25].